describe an organic reaction: reactants, conditions, products, and yield From a dataset of the Open Reaction Database (ORD), a public repository of structured organic reaction records. Starting materials: C12CCCC(CCC1)B2 (9-borabicyclo[3.3.1]nonane), C1(CCCCC1)C(C#C)=O (3-cyclohexylprop-1-yn-3-one). Run in O1CCCC1 (tetrahydrofuran), CC1=CC[C@H]2C[C@@H]1C2(C)C ((-)-α-pinene). Reaction conditions: temperature 0 celsius. Yields the product C1(CCCCC1)[C@@H](C#C)O ((S)-3-cyclohexyl prop-1-yn-3-ol). Yield: 69.0%. RXN SMILES: C12BC(CCC1)CCC2.[CH:10]1([C:16](=[O:19])[C:17]#[CH:18])[CH2:15][CH2:14][CH2:13][CH2:12][CH2:11]1>O1CCCC1.CC1[C@H]2C(C)(C)[C@H](C2)CC=1>[CH:10]1([C@H:16]([OH:19])[C:17]#[CH:18])[CH2:15][CH2:14][CH2:13][CH2:12][CH2:11]1. Procedure details: A mixture of 1.6 liters 0.5M 9-borabicyclo[3.3.1]nonane in tetrahydrofuran and 122.6 g (-)-α-pinene, 99%+ pure, was heated at reflux under nitrogen for 4 hr., at which time the excess (-)-α-pinene and tetrahydrofuran were removed under vacuum to leave a thick oil. The contents of the flask were cooled to 0° C. and 80 g of 3-cyclohexylprop-1-yn-3-one, prepared according to Preparation 8, was added with stirring. The resulting mixture was allowed to warm to 23° C. and was stirred at that temperatu... Reactants: CC(C)CBr, O=C([O-])[O-], CCOc1cc(O)cc(CO)c1, [Cs+], [Cs+], [I-], [K+], CN(C)C=O. The product is CCOc1cc(CO)cc(OCC(C)C)c1. Reaction SMILES: [Br:21][CH2:22][CH:23]([CH3:24])[CH3:25].[C:13](=[O:14])([O-:15])[O-:16].[CH2:1]([CH3:2])[O:3][c:4]1[cH:5][c:6]([OH:12])[cH:7][c:8]([CH2:10][OH:11])[cH:9]1.[Cs+:17].[Cs+:18].[I-:20].[K+:19].[O:26]=[CH:27][N:28]([CH3:29])[CH3:30]>>[CH2:1]([CH3:2])[O:3][c:4]1[cH:5][c:6]([O:12][CH2:22][CH:23]([CH3:24])[CH3:25])[cH:7][c:8]([CH2:10][OH:11])[cH:9]1. Reactants: Cl.NC(C(=O)OCC)C(C1CCOCC1)=O (Ethyl 2-amino-3-oxo-3-(tetrahydro-2H-pyran-4-yl)propanoate, hydrochloride salt), C(C)(OCC)(OCC)OCC (triethyl orthoacetate), Cl.NC(C(=O)OCC)C(C1COCC1)=O (ethyl 2-amino-3-oxo-3-(tetrahydrofuran-3-yl)propanoate, hydrochloride salt), O1CCC(CC1)C(=O)Cl (tetrahydro-2H-pyran-4-carbonyl chloride). The solvent is CO (methanol). Conditions: time 2 day. The product is CC=1OC(=C(N1)C(=O)OCC)C1CCOCC1 (ethyl 2-methyl-5-(tetrahydro-2H-pyran-4-yl)-1,3-oxazole-4-carboxylate). Reaction SMILES: Cl.[NH2:2][CH:3]([C:9](=[O:16])[CH:10]1[CH2:15][CH2:14][O:13][CH2:12][CH2:11]1)[C:4]([O:6][CH2:7][CH3:8])=[O:5].Cl.N[CH:19](C(=O)C1CCOC1)[C:20](OCC)=O.O1CCC(C(Cl)=O)CC1.C(OCC)(OCC)(OCC)C>CO>[CH3:19][C:20]1[O:16][C:9]([CH:10]2[CH2:15][CH2:14][O:13][CH2:12][CH2:11]2)=[C:3]([C:4]([O:6][CH2:7][CH3:8])=[O:5])[N:2]=1 |f:0.1,2.3|. Procedure details: Ethyl 2-amino-3-oxo-3-(tetrahydro-2H-pyran-4-yl)propanoate, hydrochloride salt [C61, which may be prepared according to the general procedure for synthesis of ethyl 2-amino-3-oxo-3-(tetrahydrofuran-3-yl)propanoate, hydrochloride salt (C11) in Example 3, through the use of tetrahydro-2H-pyran-4-carbonyl chloride in place of tetrahydrofuran-3-carbonyl chloride] (200 g, ≦0.56 mol) was combined with triethyl orthoacetate (200 mL, 1.1 mol) in methanol (200 mL), and the reaction was stirred at room te... Reactants: C1(=CC=CC=C1)NC1=CC=CC=C1 (diphenylamine), solution, B(Cl)(Cl)Cl (boron trichloride), CSC#N (methyl thiocyanate), O (water). Run in C1(=CC=CC=C1)C (toluene), C1(=CC=CC=C1)C (toluene). Conditions: time 16 hour. The product is CSC(C=1C(NC2=CC=CC=C2)=CC=CC1)=O (N-phenylthioanthranilic acid S-methyl ester). Yield: 42.0%. Reaction SMILES: [C:1]1([NH:7][C:8]2[CH:13]=[CH:12][CH:11]=[CH:10][CH:9]=2)[CH:6]=[CH:5][CH:4]=[CH:3][CH:2]=1.B(Cl)(Cl)Cl.[CH3:18][S:19][C:20]#N.[OH2:22]>C1(C)C=CC=CC=1>[CH3:18][S:19][C:20](=[O:22])[C:13]1[C:8](=[CH:9][CH:10]=[CH:11][CH:12]=1)[NH:7][C:1]1[CH:2]=[CH:3][CH:4]=[CH:5][CH:6]=1. Procedure details: To a solution of 1.69 g of diphenylamine in 10 ml of toluene was added 5.5 ml of a solution of 2.02M boron trichloride--toluene under ice-cooling, and the mixture was refluxed with heating on an oil bath for 1 hr. After ice-cooling, the reaction mixture was mixed with 1 ml of methyl thiocyanate and stirred at room temperature for 16 hr. The reaction mixture was mixed with 20 ml of water and refluxed with heating on an oil bath for 30 min. The insoluble materials were filtered off and the toluene... Reactants: O1C2=C(NCC1)C=CC=C2 (3,4-dihydro-2H-benzo[b][1,4]oxazine), C([O-])([O-])=O.[K+].[K+] (potassium carbonate), BrCC1=CC=C(C=C1)[N+](=O)[O-] (1-(bromomethyl)-4-nitrobenzene). The solvent is CC(=O)C (acetone). Reaction conditions: time 8 hour. Product: [N+](=O)([O-])C1=CC=C(CN2C3=C(OCC2)C=CC=C3)C=C1 (4-(4-nitrobenzyl)-3,4-dihydro-2H-benzo[b][1,4]oxazine). RXN SMILES: [O:1]1[CH2:6][CH2:5][NH:4][C:3]2[CH:7]=[CH:8][CH:9]=[CH:10][C:2]1=2.C(=O)([O-])[O-].[K+].[K+].Br[CH2:18][C:19]1[CH:24]=[CH:23][C:22]([N+:25]([O-:27])=[O:26])=[CH:21][CH:20]=1>CC(C)=O>[N+:25]([C:22]1[CH:23]=[CH:24][C:19]([CH2:18][N:4]2[CH2:5][CH2:6][O:1][C:2]3[CH:10]=[CH:9][CH:8]=[CH:7][C:3]2=3)=[CH:20][CH:21]=1)([O-:27])=[O:26] |f:1.2.3|. Procedure details: To a mixture of 3,4-dihydro-2H-benzo[b][1,4]oxazine (0.500 g, 3.70 mmol) and potassium carbonate (2.56 g, 18.5 mmol) in acetone (25 mL) was added 1-(bromomethyl)-4-nitrobenzene (0.959 g, 4.44 mmol). The mixture was heated to reflux and stirred overnight. After 16 hrs the mixture was concentrated in vacuo, diluted with EtOAc, and washed with water and brine. The organic fraction was dried over Na2SO4, concentrated in vacuo, and the crude residue was purified by silica gel chromatography using 100...